From a dataset of the Open Reaction Database (ORD), a public repository of structured organic reaction records. describe an organic reaction: reactants, conditions, products, and yield The reactants are CC(=O)C1=C(C=CC(=C1)OCC(F)(F)F)OCC(F)(F)F (2,5-bis(2,2,2-trifluoroethoxy)acetophenone), FC(C=1C=C(C=O)C=CC1)(F)F (3-(trifluoromethyl)benzaldehyde). The product is FC(COC1=C(C=C(C=C1)OCC(F)(F)F)C(C=CC1=CC(=CC=C1)C(F)(F)F)=O)(F)F (1-[2,5-Bis(2,2,2-trifluoroethoxy)phenyl]-3-[3-(trifluoromethyl)phenyl]-2-propen-1-one), solid. Yield: 30.0%. Reaction SMILES: [CH3:1][C:2]([C:4]1[CH:9]=[C:8]([O:10][CH2:11][C:12]([F:15])([F:14])[F:13])[CH:7]=[CH:6][C:5]=1[O:16][CH2:17][C:18]([F:21])([F:20])[F:19])=[O:3].[F:22][C:23]([F:33])([F:32])[C:24]1[CH:25]=[C:26]([CH:29]=[CH:30][CH:31]=1)[CH:27]=O>>[F:21][C:18]([F:19])([F:20])[CH2:17][O:16][C:5]1[CH:6]=[CH:7][C:8]([O:10][CH2:11][C:12]([F:13])([F:14])[F:15])=[CH:9][C:4]=1[C:2](=[O:3])[CH:1]=[CH:27][C:26]1[CH:29]=[CH:30][CH:31]=[C:24]([C:23]([F:22])([F:32])[F:33])[CH:25]=1. Reported procedure: The title compound was prepared from a mixture of 2,5-bis(2,2,2-trifluoroethoxy)acetophenone (200 mg, 0.633 mmol) and 3-(trifluoromethyl)benzaldehyde (85 ul, 0.633 mmol) similar to Example 6 and isolated as a yellow solid (88 mg, 30%). 1H NMR (CDCl3): 7.86 (s, 1H), 7.76-7.50 (m, 5H), 7.35 (d, J=3.0 Hz, 1H), 7.14 (dd, J=3.3, 9.3 Hz, 1H), 6.94 (d, J=9.0 Hz, 1H), 4.47-4.32 (m, 4H). The reactants are O=C([O-])[O-], NC1CC1, CC(C)O, [K+], [K+], Cc1ccc(S(=O)(=O)OCCN(CCOS(=O)(=O)c2ccc(C)cc2)Sc2ccccc2[N+](=O)[O-])cc1. The product is O=[N+]([O-])c1ccccc1SN1CCN(C2CC2)CC1. Reaction SMILES: [C:42](=[O:43])([O-:44])[O-:45].[CH:38]1([NH2:41])[CH2:39][CH2:40]1.[CH:48]([OH:49])([CH3:50])[CH3:51].[K+:46].[K+:47].[N+:1](=[O:2])([O-:3])[c:4]1[c:5]([S:10][N:11]([CH2:12][CH2:13][O:27][S:28]([c:29]2[cH:30][cH:31][c:32]([CH3:33])[cH:34][cH:35]2)(=[O:36])=[O:37])[CH2:25][CH2:26][O:14][S:15]([c:16]2[cH:17][cH:18][c:19]([CH3:20])[cH:21][cH:22]2)(=[O:23])=[O:24])[cH:6][cH:7][cH:8][cH:9]1>>[N+:1](=[O:2])([O-:3])[c:4]1[c:5]([S:10][N:11]2[CH2:12][CH2:13][N:41]([CH:38]3[CH2:39][CH2:40]3)[CH2:26][CH2:25]2)[cH:6][cH:7][cH:8][cH:9]1. Starting materials: C([O-])(O)=O.[Na+] (sodium bicarbonate), C(C)(=O)OC(C)=O (acetic anhydride), [N+](=O)(O)[O-] (nitric acid), C(C)(=O)OC(C)=O (acetic anhydride), C(C(=O)O)(=O)O (oxalic acid), N (ammonia), Cl.OC1=CC=C2CCN(C(C2=C1)C1(CCC1)C1=CC=CC=C1)C (7-hydroxy-2-methyl-1-(1-phenylcyclobutyl)-1,2,3,4-tetrahydroisoquinoline hydrochloride). The solvent is C(C)(=O)O (acetic acid), C(C)(=O)OCC (ethyl acetate), C(C)(=O)O (acetic acid), O (water). Conditions: temperature 0 celsius, time 40 minute. Yields the product C(C(=O)O)(=O)O.OC1=C(C=C2CCN(C(C2=C1)C1(CCC1)C1=CC=CC=C1)C)[N+](=O)[O-] (7-hydroxy-2-methyl-6-nitro-1-(1-phenylcyclobutyl)-1,2,3,4-tetrahydroisoquinoline oxalate). As a reaction SMILES: Cl.[OH:2][C:3]1[CH:12]=[C:11]2[C:6]([CH2:7][CH2:8][N:9]([CH3:23])[CH:10]2[C:13]2([C:17]3[CH:22]=[CH:21][CH:20]=[CH:19][CH:18]=3)[CH2:16][CH2:15][CH2:14]2)=[CH:5][CH:4]=1.N.C(OC(=O)C)(=O)C.[N+:32]([O-])([OH:34])=[O:33].C(=O)(O)[O-].[Na+].[C:41]([OH:46])(=[O:45])[C:42]([OH:44])=[O:43]>O.C(O)(=O)C.C(OCC)(=O)C>[C:41]([OH:46])(=[O:45])[C:42]([OH:44])=[O:43].[OH:2][C:3]1[CH:12]=[C:11]2[C:6]([CH2:7][CH2:8][N:9]([CH3:23])[CH:10]2[C:13]2([C:17]3[CH:18]=[CH:19][CH:20]=[CH:21][CH:22]=3)[CH2:14][CH2:15][CH2:16]2)=[CH:5][C:4]=1[N+:32]([O-:34])=[O:33] |f:0.1,5.6,11.12|. Procedure: The product of Example 41 (4 g) was dissolved in water at 80° C. The solution was basified with aqueous ammonia solution and extracted with ethyl acetate. The extract gave a residue which was dissolved in acetic acid (40 ml). The solution was cooled to 0° C. and acetic anhydride (20 ml) and then a mixture of 70% nitric acid (1.4 ml), acetic acid (30 ml) and acetic anhydride (20 ml) were added. The mixture was kept at 5° C. for 40 minutes and was then added to aqueous sodium bicarbonate and left ... Starting materials: N (ammonia), ClC1=CC=C(C=C1)C1=NN(C(N1C[C@@H](C(F)(F)F)O)=O)CC(=O)N[C@](C(=O)NC(C)(C(=O)O)C)(C)C1=CC(=CC=C1)C(F)(F)F (N-{(2R)-2-[({3-(4-Chlorophenyl)-5-oxo-4-[(2S)-3,3,3-trifluoro-2-hydroxypropyl]-4,5-dihydro-1H-1,2,4-triazol-1-yl}acetyl)amino]-2-[3-(trifluoromethyl)phenyl]propanoyl}-2-methylalanine), C(CCl)Cl (EDC), C=1C=CC2=C(C1)N=NN2O (HOBt). The solvent is CN(C)C=O (DMF). Run at time 20 minute. The product is ClC1=CC=C(C=C1)C1=NN(C(N1C[C@@H](C(F)(F)F)O)=O)CC(=O)N[C@](C(=O)NC(C)(C(=O)N)C)(C)C1=CC(=CC=C1)C(F)(F)F (N2-{(2R)-2-[({3-(4-Chlorophenyl)-5-oxo-4-[(2S)-3,3,3-trifluoro-2-hydroxypropyl]-4,5-dihydro-1H-1,2,4-triazol-1-yl}acetyl)amino]-2-[3-(trifluoromethyl)phenyl}propanoyl]-2-methylalaninamide). RXN SMILES: [Cl:1][C:2]1[CH:7]=[CH:6][C:5]([C:8]2[N:12]([CH2:13][C@H:14]([OH:19])[C:15]([F:18])([F:17])[F:16])[C:11](=[O:20])[N:10]([CH2:21][C:22]([NH:24][C@@:25]([C:36]3[CH:41]=[CH:40][CH:39]=[C:38]([C:42]([F:45])([F:44])[F:43])[CH:37]=3)([CH3:35])[C:26]([NH:28][C:29]([CH3:34])([C:31]([OH:33])=O)[CH3:30])=[O:27])=[O:23])[N:9]=2)=[CH:4][CH:3]=1.C(Cl)CCl.C1C=CC2N(O)N=[N:56]C=2C=1.N>CN(C=O)C>[Cl:1][C:2]1[CH:7]=[CH:6][C:5]([C:8]2[N:12]([CH2:13][C@H:14]([OH:19])[C:15]([F:17])([F:16])[F:18])[C:11](=[O:20])[N:10]([CH2:21][C:22]([NH:24][C@@:25]([C:36]3[CH:41]=[CH:40][CH:39]=[C:38]([C:42]([F:43])([F:45])[F:44])[CH:37]=3)([CH3:35])[C:26]([NH:28][C:29]([CH3:30])([C:31]([NH2:56])=[O:33])[CH3:34])=[O:27])=[O:23])[N:9]=2)=[CH:4][CH:3]=1. Reported procedure: A mixture of 31 mg (47 μmol) of the compound of Example 21, 13 mg (70 μmol) of EDC and 9.4 mg (70 μmol) of HOBt in 2 ml of DMF was stirred at RT for 20 min and then poured into 2 ml of ammonia (35% strength solution in water). The reaction mixture was stirred at RT for 30 min, then briefly concentrated on a rotary evaporator, acidified with 1N hydrochloric acid and separated by preparative HPLC [Method 6]. The appropriate fraction was concentrated on a rotary evaporator and the residue was dried... Reactants: CC1OC2(CN3CCC2CC3)CS1 (cevimeline), S(O)(O)(=O)=O (sulfuric acid), sulfate salt. The solvent is C1(=CC=CC=C1)C (toluene). Reaction conditions: temperature 2.5 celsius, time 12.5 minute. Product: CC1OC2(CN3CCC2CC3)CS1.S(=O)(=O)([O-])[O-] (cevimeline sulfate). Reaction SMILES: [CH3:1][CH:2]1[S:13][CH2:12][C:4]2([CH:9]3[CH2:10][CH2:11][N:6]([CH2:7][CH2:8]3)[CH2:5]2)[O:3]1.[S:14](=[O:18])(=[O:17])([OH:16])[OH:15]>C1(C)C=CC=CC=1>[CH3:1][CH:2]1[S:13][CH2:12][C:4]2([CH:9]3[CH2:10][CH2:11][N:6]([CH2:7][CH2:8]3)[CH2:5]2)[O:3]1.[S:14]([O-:18])([O-:17])(=[O:16])=[O:15] |f:3.4|. Procedure details: Charged toluene (50 ml) and to this charged cevimeline free base with cis isomer >90% (5.0 g) (prepared by any one of the above methods given in examples III to V). Stirred for 10 to 15 minutes to obtain a clear solution. Cooled the solution to 0 to 5° C. Charged concentrated sulfuric acid (1.3 ml) drop wise over 30 minutes and stir the resultant liberated sulfate salt for 30 minutes at 0 to 5° C. Then slowly raised the temperature to reflux temperature (100 to 115° C.) and continued the reflux ... Reactants: C1[C@H]([C@@H]2[C@H](O1)[C@H](CO2)O)O (isobide), [H-].[Na+] (NaH), C1=CC=C(C=C1)CBr (BnBr). Solvent: CN(C)C=O (DMF), CN(C)C=O (DMF). Reaction conditions: temperature 0 celsius, time 30 minute. Yields the product C(C1=CC=CC=C1)OC1COC2C1OCC2O (6-(benzyloxy)hexahydrofuro[3,2-b]furan-3-ol). The yield is 64.1%. Reaction SMILES: [H-].[Na+].[CH2:3]1[O:7][C@@H:6]2[C@@H:8]([OH:11])[CH2:9][O:10][C@@H:5]2[C@@H:4]1[OH:12].[CH:13]1[CH:18]=[CH:17][C:16]([CH2:19]Br)=[CH:15][CH:14]=1>CN(C=O)C>[CH2:19]([O:12][CH:4]1[CH:5]2[O:10][CH2:9][CH:8]([OH:11])[CH:6]2[O:7][CH2:3]1)[C:16]1[CH:17]=[CH:18][CH:13]=[CH:14][CH:15]=1 |f:0.1|. Procedure details: To a suspension of NaH (60% mineral oil suspension, 3.28 g, 82.1 mmol) in DMF (135 mL) at 0° C. was added a solution of isobide (10.00 g, 68.4 mmol) in DMF (10 mL) dropwise. After addition, the reaction mixture was stirred at 0° C. for 30 min, then BnBr (14.04 g, 82.1 mmol) was added too. The resulting mixture was allowed to stir at rt overnight and concentrated in vacuo. The residue was dissolved in water (100 mL), and extracted with EtOAc (200 mL×3). The combined organic phases were washed wit... The reactants are CC(C)([O-])C.[K+] (potassium tert-butoxide), BrCC(=O)OC(C)(C)C (tert-butyl bromoacetate), O1CCOCCOCCOCCOCCOCC1 (1,4,7,10,13,16-hexaoxacyclooctadecane), [N+](=O)([O-])C=1C=C2C=C(NC2=CC1)C(=O)NC1=CC=CC=C1 (5-nitro-N-phenyl-1H-indole-2-carboxamide). Run in C1CCOC1 (THF), ClCCl (dichloromethane), C1CCOC1 (THF). Conditions: time 15 minute. Product: N(C1=CC=CC=C1)C(=O)C=1N(C2=CC=C(C=C2C1)[N+](=O)[O-])CC(=O)OC(C)(C)C (tert-Butyl [2-(anilinecarbonyl)-5-nitro-1H-indol-1-yl]acetate). RXN SMILES: O1CCOCCOCCOCCOCCOCC1.CC(C)([O-])C.[K+].[N+:25]([C:28]1[CH:29]=[C:30]2[C:34](=[CH:35][CH:36]=1)[NH:33][C:32]([C:37]([NH:39][C:40]1[CH:45]=[CH:44][CH:43]=[CH:42][CH:41]=1)=[O:38])=[CH:31]2)([O-:27])=[O:26].Br[CH2:47][C:48]([O:50][C:51]([CH3:54])([CH3:53])[CH3:52])=[O:49]>ClCCl.C1COCC1>[NH:39]([C:37]([C:32]1[N:33]([CH2:47][C:48]([O:50][C:51]([CH3:54])([CH3:53])[CH3:52])=[O:49])[C:34]2[C:30]([CH:31]=1)=[CH:29][C:28]([N+:25]([O-:27])=[O:26])=[CH:36][CH:35]=2)=[O:38])[C:40]1[CH:41]=[CH:42][CH:43]=[CH:44][CH:45]=1 |f:1.2|. Procedure: Under argon, 328 mg (1.24 mmol) of 1,4,7,10,13,16-hexaoxacyclooctadecane (18-crown-6) are initially charged in 61 ml of dichloromethane, and 15 ml (14.93 mmol) of a 1-molar potassium tert-butoxide solution in THF and 3.50 g (12.44 mmol) of 5-nitro-N-phenyl-1H-indole-2-carboxamide from Example XLVIII are added. The mixture is stirred at RT for 15 minutes and then cooled to. 0° C. A solution of 3.64 g (18.67 mmol) of tert-butyl bromoacetate in 100 ml of THF is slowly added dropwise. The ice-bath i...